The task is: describe an organic reaction: reactants, conditions, products, and yield. This data is from the Open Reaction Database (ORD), a public repository of structured organic reaction records. Starting materials: C(C=1C(O)=CC=CC1)(=O)O (Salicylic acid). The reagents and catalysts are C(C)(C)O (isopropanol), S(O)(O)(=O)=O (sulphuric acid). Yields the product OC1=C(C(=O)O)C=C(C=C1C(C)C)C(C)C (2-hydroxy-3,5-diisopropyl benzoic acid). The yield is 40.0%. Reaction SMILES: [C:1]([OH:10])(=[O:9])[C:2]1[C:3](=[CH:5][CH:6]=[CH:7][CH:8]=1)[OH:4]>C(O)(C)C.S(=O)(=O)(O)O>[OH:4][C:3]1[C:5]([CH:2]([CH3:8])[CH3:1])=[CH:6][C:7]([CH:5]([CH3:6])[CH3:3])=[CH:8][C:2]=1[C:1]([OH:10])=[O:9]. Procedure details: Salicylic acid (0.67 m) was alkylated with 1.33 m isopropanol using 3.3 m concentrated sulphuric acid as catalyst at 70°C for six hours, to give 2-hydroxy-3,5-diisopropyl benzoic acid (m.p. 113°-116°C) in 40% yield. This was esterified to form the methyl ester and converted into its hydrazide using hydrate in aqueous ethanol. The hydrazide had a melting point of 111°-113°C and the following elemental analysis by weight: Starting materials: O=C([O-])O, O=C(Cl)Oc1ccccc1, ClCCl, Nc1cccc2ccc(O)cc12, [Na+], O. Yields the product O=C(Nc1cccc2ccc(O)cc12)Oc1ccccc1. Reaction SMILES: [C:23](=[O:24])([O-:25])[OH:26].[Cl:13][C:14](=[O:15])[O:16][c:17]1[cH:18][cH:19][cH:20][cH:21][cH:22]1.[Cl:29][CH2:30][Cl:31].[NH2:1][c:2]1[cH:3][cH:4][cH:5][c:6]2[cH:7][cH:8][c:9]([OH:12])[cH:10][c:11]12.[Na+:27].[OH2:28]>>[NH:1]([c:2]1[cH:3][cH:4][cH:5][c:6]2[cH:7][cH:8][c:9]([OH:12])[cH:10][c:11]12)[C:14](=[O:15])[O:16][c:17]1[cH:18][cH:19][cH:20][cH:21][cH:22]1.